This data is from the Open Reaction Database (ORD), a public repository of structured organic reaction records. The task is: describe an organic reaction: reactants, conditions, products, and yield Reactants: ClC1=NC(=CC=C1NC=C(C(=O)OCC)C(=O)OCC)C (diethyl 2-(((2-chloro-6-methyl-3-pyridinyl)amino)methylene)malonate), C1(=CC=CC=C1)OC1=CC=CC=C1 (diphenyl ether). Solvent: C(Cl)Cl (CH2Cl2). The product is ClC=1N=C(C=C2C(C(=CNC12)C(=O)OCC)=O)C (Ethyl 8-Chloro-6-methyl-4-oxo-1,4-dihydro[1,7]naphthyridine-3-carboxylate). As a reaction SMILES: [Cl:1][C:2]1[C:7]([NH:8][CH:9]=[C:10]([C:16]([O:18]CC)=O)[C:11]([O:13][CH2:14][CH3:15])=[O:12])=[CH:6][CH:5]=[C:4]([CH3:21])[N:3]=1.C1(OC2C=CC=CC=2)C=CC=CC=1>C(Cl)Cl>[Cl:1][C:2]1[N:3]=[C:4]([CH3:21])[CH:5]=[C:6]2[C:7]=1[NH:8][CH:9]=[C:10]([C:11]([O:13][CH2:14][CH3:15])=[O:12])[C:16]2=[O:18]. Reported procedure: A mixture of diethyl 2-(((2-chloro-6-methyl-3-pyridinyl)amino)methylene)malonate (Preparation 42, 0.59 g) is added to diphenyl ether (15 mL) and the mixture is degassed by alternately bubbling in nitrogen then subjecting to high vacuum. The mixture is heated rapidly to reflux and after 30 minutes cooled to room temperature. Diphenyl ether is distilled away under high vacuum and the residue taken up in CH2Cl2 (40 mL). The solid is collected by filtration and washed with CH2Cl2 with a second crop ...